From a dataset of the Open Reaction Database (ORD), a public repository of structured organic reaction records. describe an organic reaction: reactants, conditions, products, and yield Reactants: CC(=CCC[C@@H](C)O)C ((R)-6-Methyl-hept-5-en-2-ol), CCN(C(C)C)C(C)C (DIEA), S(=O)(=O)(C)Cl (mesyl chloride). Solvent: C(Cl)Cl (DCM), C(Cl)Cl (DCM). Conditions: temperature 5 celsius. Yields the product C[C@H](CCC=C(C)C)OS(=O)(=O)C ((R)-Methanesulfonic acid 1,5-dimethyl-hex-4-enyl ester). Yield: 88.8%. RXN SMILES: [CH3:1][C:2]([CH3:9])=[CH:3][CH2:4][CH2:5][C@H:6]([OH:8])[CH3:7].CCN(C(C)C)C(C)C.[S:19](Cl)([CH3:22])(=[O:21])=[O:20]>C(Cl)Cl>[CH3:7][C@@H:6]([O:8][S:19]([CH3:22])(=[O:21])=[O:20])[CH2:5][CH2:4][CH:3]=[C:2]([CH3:9])[CH3:1]. Reported procedure: (R)-6-Methyl-hept-5-en-2-ol (1) (2.26 g, 17.6 mmol) and DIEA (5.52 mL, 31.7 mmol) were dissolved in anhydrous DCM (24 mL), the reaction mixture was cooled to 5° C., mesyl chloride (1.64 mL, 21.1 mmol) was added dropwise, and the reaction mixture was allowed to slowly warm to RT. After 18 h at RT the reaction mixture was diluted with DCM (60 mL), washed with water (3×35 mL), brine (35 mL), dried with MgSO4, solvent was concentrated to give a dark oil which was purified by SiO2 flash chromatograph... Starting materials: NC1=CC=CC=C1 (aniline), C(C)(C)(C)ON=O (t-butylnitrite), C(C)(C)(C)ON=O (t-butylnitrite), C(C=C)Br (allyl bromide), C(#N)C1=C(N)C=CC(=C1)[N+](=O)[O-] (2-cyano-4-nitroaniline). Run in CC#N (CH3CN). Conditions: temperature 25 celsius, time 1 hour. Product: C(C=C)C1=C(C=C(C=C1)[N+](=O)[O-])C#N (allyl-2-cyano-4-nitrobenzene). The yield is 65.0%. RXN SMILES: [C:1](ON=O)(C)([CH3:3])[CH3:2].C(Br)C=C.[C:12]([C:14]1[CH:20]=[C:19]([N+:21]([O-:23])=[O:22])[CH:18]=[CH:17][C:15]=1N)#[N:13].NC1C=CC=CC=1>CC#N>[CH2:3]([C:15]1[CH:17]=[CH:18][C:19]([N+:21]([O-:23])=[O:22])=[CH:20][C:14]=1[C:12]#[N:13])[CH:1]=[CH2:2]. Procedure details: To a solution of t-butylnitrite (535 μl, 4.5 mmol) and allyl bromide (3.9 ml, 45.0 mmol) in CH3CN (3 ml), 2-cyano-4-nitroaniline (489 mg, 3.0 mmol) was added during 40 minutes, while maintaining the temperature of the reaction mixture at 23-27° C. At the end of the addition of the aniline, extra t-butylnitrite (180 μl, 1.5 mmol) was added to the reaction mixture which then was stirred at 26° C. for one hour. The volatile material in the reaction mixture was removed at reduced pressure. Column ch...